Dataset: the Open Reaction Database (ORD), a public repository of structured organic reaction records. Task: describe an organic reaction: reactants, conditions, products, and yield The reactants are C(C)=O (acetaldehyde), C(C)(=O)NC(C(=O)NC(C)(C)C)(CCCCB1OC(C(O1)(C)C)(C)C)CCC1NCC2=CC=CC=C2C1 (2-acetamido-N-tert-butyl-2-(2-(1,2,3,4-tetrahydroisoquinolin-3-yl)ethyl)-6-(4,4,5,5-tetramethyl-1,3,2-dioxaborolan-2-yl)hexanamide), C(C)(=O)O[BH-](OC(C)=O)OC(C)=O.[Na+] (sodium triacetoxyborohydride). Solvent: ClCCl (dichloromethane). Run at time 8 hour. The product is C(C)(=O)NC(C(=O)NC(C)(C)C)(CCCCB1OC(C(O1)(C)C)(C)C)CCC1N(CC2=CC=CC=C2C1)CC (2-acetamido-N-tert-butyl-2-(2-(2-ethyl-1,2,3,4-tetrahydroisoquinolin-3-yl)ethyl)-6-(4,4,5,5-tetramethyl-1,3,2-dioxaborolan-2-yl)hexanamide). Isolated yield 83.1%. Reaction SMILES: [CH:1](=O)[CH3:2].[C:4]([NH:7][C:8]([CH2:29][CH2:30][CH:31]1[CH2:40][C:39]2[C:34](=[CH:35][CH:36]=[CH:37][CH:38]=2)[CH2:33][NH:32]1)([CH2:16][CH2:17][CH2:18][CH2:19][B:20]1[O:24][C:23]([CH3:26])([CH3:25])[C:22]([CH3:28])([CH3:27])[O:21]1)[C:9]([NH:11][C:12]([CH3:15])([CH3:14])[CH3:13])=[O:10])(=[O:6])[CH3:5].C(O[BH-](OC(=O)C)OC(=O)C)(=O)C.[Na+]>ClCCl>[C:4]([NH:7][C:8]([CH2:29][CH2:30][CH:31]1[CH2:40][C:39]2[C:34](=[CH:35][CH:36]=[CH:37][CH:38]=2)[CH2:33][N:32]1[CH2:1][CH3:2])([CH2:16][CH2:17][CH2:18][CH2:19][B:20]1[O:21][C:22]([CH3:27])([CH3:28])[C:23]([CH3:25])([CH3:26])[O:24]1)[C:9]([NH:11][C:12]([CH3:13])([CH3:14])[CH3:15])=[O:10])(=[O:6])[CH3:5] |f:2.3|. Procedure: A solution of acetaldehyde (0.06 mL, 1.1 mmol) and 2-acetamido-N-tert-butyl-2-(2-(1,2,3,4-tetrahydroisoquinolin-3-yl)ethyl)-6-(4,4,5,5-tetramethyl-1,3,2-dioxaborolan-2-yl)hexanamide (0.51 g, 1.0 mmol) in dichloromethane was stirred at room temperature for 1 h, then treated with sodium triacetoxyborohydride (0.63 g, 3 mmol). After stirring overnight, the reaction was quenched with 5% aq NaHCO3 (W/V) and extracted with dichloromethane. The organic layer was washed successively with 1 M HCl, sat'd ... Starting materials: C(C)OC(=O)C=1NC2=CC(=C(C=C2C1)OCC1=CC=CC=C1)NC=O (5-Benzyloxy-6-formylamino-1H-indole-2-carboxylic acid ethyl ester), Cl (HCl). Solvent: CC(=O)C.O (acetone water). Yields the product C(C)OC(=O)C=1NC2=CC(=C(C=C2C1)OCC1=CC=CC=C1)N (6-amino-5-benzyloxy-1H-indole-2-carboxylic acid ethyl ester). RXN SMILES: [CH2:1]([O:3][C:4]([C:6]1[NH:7][C:8]2[C:13]([CH:14]=1)=[CH:12][C:11]([O:15][CH2:16][C:17]1[CH:22]=[CH:21][CH:20]=[CH:19][CH:18]=1)=[C:10]([NH:23]C=O)[CH:9]=2)=[O:5])[CH3:2].Cl>CC(C)=O.O>[CH2:1]([O:3][C:4]([C:6]1[NH:7][C:8]2[C:13]([CH:14]=1)=[CH:12][C:11]([O:15][CH2:16][C:17]1[CH:18]=[CH:19][CH:20]=[CH:21][CH:22]=1)=[C:10]([NH2:23])[CH:9]=2)=[O:5])[CH3:2] |f:2.3|. Procedure: 5-Benzyloxy-6-formylamino-1H-indole-2-carboxylic acid ethyl ester (0.2 g, 0.591 mmol) is suspended in a 9:1 mixture of acetone/water (10 mL). The suspension is treated with 1N HCl (1.8 mL) and brought to reflux for 1 h. The separated solid is filtered, washed with saturated aqueous sodium bicarbonate and water, and air dried for 2 h to afford 6-amino-5-benzyloxy-1H-indole-2-carboxylic acid ethyl ester as a grey solid: (M−H)−=311. Reactants: BrC=1C=C(C(=C(C(=O)OCC(=C)C)C1)O)CC(=C)C (2-methyl-2-propenyl 5-bromo-3-(2-methyl-2-propenyl) -2-hydroxybenzoate). The solvent is C(=O)O (formic acid). Yields the product BrC=1C=C(C2=C(CC(O2)(C)C)C1)C(=O)O (5-Bromo-2,3-dihydro-2,2-dimethylbenzofuran-7-carboxylic acid). Isolated yield 20.0%. RXN SMILES: [Br:1][C:2]1[CH:3]=[C:4]([CH2:16][C:17]([CH3:19])=[CH2:18])[C:5]([OH:15])=[C:6]([CH:14]=1)[C:7]([O:9]CC(C)=C)=[O:8]>C(O)=O>[Br:1][C:2]1[CH:14]=[C:6]([C:7]([OH:9])=[O:8])[C:5]2[O:15][C:17]([CH3:19])([CH3:18])[CH2:16][C:4]=2[CH:3]=1. Procedure: The title intermediate was prepared in 20% yield from 2-methyl-2-propenyl 5-bromo-3-(2-methyl-2-propenyl) -2-hydroxybenzoate upon heating at reflux with 90% formic acid.